Dataset: the Open Reaction Database (ORD), a public repository of structured organic reaction records. Task: describe an organic reaction: reactants, conditions, products, and yield Starting materials: C12CC3NC(C(CC(C1)C3)C2)=O (4-azatricyclo[4.3.1.13,8]undecan-5-one), O(S(=O)(=O)C(F)(F)F)C (methyl triflate). Run in C(Cl)Cl (methylene chloride). Product: COC1=NC2CC3CC(CC1C3)C2 (5-methoxy-4-azatricyclo[4.3.1.13,8]undec-4-ene). Reaction SMILES: [CH:1]12[CH2:11][CH:6]3[CH2:7][CH:8]([CH2:10][CH:3]([NH:4][C:5]3=[O:12])[CH2:2]1)[CH2:9]2.O(C)S([C:17](F)(F)F)(=O)=O>C(Cl)Cl>[CH3:17][O:12][C:5]1[CH:6]2[CH2:11][CH:1]3[CH2:9][CH:8]([CH2:10][CH:3]([CH2:2]3)[N:4]=1)[CH2:7]2. Reported procedure: To a solution of 4-azatricyclo[4.3.1.13,8]undecan-5-one 3-A (1.00 g, 6.05 mmol) in 10 mL methylene chloride was added methyl triflate (2.98 g, 3 eq) and the reaction was heated at reflux for 20 min, after which time all volatiles were removed under reduced pressure to afford crude 5-methoxy-4-azatricyclo[4.3.1.13,8]undec-4-ene 3-B which was used in the next step without further purification. Starting materials: COc1cc(C=C2CCCc3cc(C)cnc32)ccc1OC(C)=O, Cl, Cl. The product is Cl, COc1cc(C=C2CCCc3cc(C)cnc32)ccc1O. RXN SMILES: [C:1](=[O:2])([CH3:3])[O:4][c:5]1[c:6]([O:23][CH3:24])[cH:7][c:8]([CH:9]=[C:10]2[CH2:11][CH2:12][CH2:13][c:14]3[cH:15][c:16]([CH3:20])[cH:17][n:18][c:19]32)[cH:21][cH:22]1.[ClH:25].[ClH:26]>>[ClH:25].[OH:4][c:5]1[c:6]([O:23][CH3:24])[cH:7][c:8]([CH:9]=[C:10]2[CH2:11][CH2:12][CH2:13][c:14]3[cH:15][c:16]([CH3:20])[cH:17][n:18][c:19]32)[cH:21][cH:22]1. The reactants are CS(=O)(=O)Cl, CCOC(C)=O, C1CCOC1, CC(C)(C)OC(=O)N1CCC(O)CC1. Yields the product CC(C)(C)OC(=O)N1CCC(OS(C)(=O)=O)CC1. Reaction SMILES: [CH3:20][S:21]([Cl:22])(=[O:23])=[O:24].[CH3:25][CH2:26][O:27][C:28](=[O:29])[CH3:30].[O:15]1[CH2:16][CH2:17][CH2:18][CH2:19]1.[OH:1][CH:2]1[CH2:3][CH2:4][N:5]([C:8](=[O:9])[O:10][C:11]([CH3:12])([CH3:13])[CH3:14])[CH2:6][CH2:7]1>>[O:1]([CH:2]1[CH2:3][CH2:4][N:5]([C:8](=[O:9])[O:10][C:11]([CH3:12])([CH3:13])[CH3:14])[CH2:6][CH2:7]1)[S:21]([CH3:20])(=[O:23])=[O:24]. Starting materials: ClC=1C=C(C(=O)OC)C=CC1OCC(NC1=CC(=C(C=C1)OCCN(CC)CC)Cl)=O (methyl 3-chloro-4-{[3-chloro-4-(2-diethylamino -ethoxy)-phenylcarbamoyl]-methoxy}-benzoate), [OH-].[Na+] (NaOH). Solvent: CO (MeOH). The product is ClC=1C=C(C(=O)O)C=CC1OCC(NC1=CC(=C(C=C1)OCCN(CC)CC)Cl)=O (3-chloro-4-{[3-chloro-4-(2-diethylamino-ethoxy)-phenylcarbamoyl]-methoxy}-benzoic acid). Reaction SMILES: [Cl:1][C:2]1[CH:3]=[C:4]([CH:9]=[CH:10][C:11]=1[O:12][CH2:13][C:14](=[O:31])[NH:15][C:16]1[CH:21]=[CH:20][C:19]([O:22][CH2:23][CH2:24][N:25]([CH2:28][CH3:29])[CH2:26][CH3:27])=[C:18]([Cl:30])[CH:17]=1)[C:5]([O:7]C)=[O:6].[OH-].[Na+]>CO>[Cl:1][C:2]1[CH:3]=[C:4]([CH:9]=[CH:10][C:11]=1[O:12][CH2:13][C:14](=[O:31])[NH:15][C:16]1[CH:21]=[CH:20][C:19]([O:22][CH2:23][CH2:24][N:25]([CH2:28][CH3:29])[CH2:26][CH3:27])=[C:18]([Cl:30])[CH:17]=1)[C:5]([OH:7])=[O:6] |f:1.2|. Procedure details: A solution of 1.8 g (3.835 mmol) of methyl 3-chloro-4-{[3-chloro-4-(2-diethylamino -ethoxy)-phenylcarbamoyl]-methoxy}-benzoate (from Example 35) and 2 ml of 2 M aqueous NaOH solution in 20 mL MeOH was refluxed for 1 hour. The reaction solution was evaporated down i. vac., diluted with water and acidified weakly with HCl. After 3 days at RT the solution was evaporated down i. vac. The residue was triturated with cold EtOH and the precipitate was filtered off. As a reaction SMILES: [CH2:1]([OH:3])[CH3:2].Cl[C:5]1[C:9]2[C:10]([N+:14]([O-:16])=[O:15])=[CH:11][CH:12]=[CH:13][C:8]=2[S:7](=[O:18])(=[O:17])[N:6]=1>ClCCl>[CH2:1]([O:3][C:5]1[C:9]2[C:10]([N+:14]([O-:16])=[O:15])=[CH:11][CH:12]=[CH:13][C:8]=2[S:7](=[O:17])(=[O:18])[N:6]=1)[CH3:2]. Yields the product C(C)OC1=NS(C2=C1C(=CC=C2)[N+](=O)[O-])(=O)=O (3-Ethoxy-4-nitro-benzoisothiazole-1,1-dioxide). Reaction conditions: time 8 hour. The reactants are C(C)O (Ethanol), ClC1=NS(C2=C1C(=CC=C2)[N+](=O)[O-])(=O)=O (3-chloro-4-nitro-benzoisothiazole-1,1-dioxide). The solvent is ClCCl (dichloromethane). Procedure details: Ethanol (100 ml) was added to a solution of 3-chloro-4-nitro-benzoisothiazole-1,1-dioxide (0.86 g) in dichloromethane (110 ml). The resulting solution was allowed to stand overnight at room temperature. Removal of the solvent in vacuo gave an amorphous brown solid, which was triturated under ether (100 ml) to give the title compound as a white solid (0.82 g), mpt 190°-191° C. Starting materials: Cc1cc([N+](=O)[O-])cc(Br)n1, O, O=S(=O)(O)O. Product: O=C(O)c1cc([N+](=O)[O-])cc(Br)n1. As a reaction SMILES: [Br:1][c:2]1[n:3][c:4]([CH3:11])[cH:5][c:6]([N+:8](=[O:9])[O-:10])[cH:7]1.[OH2:12].[S:13]([OH:14])(=[O:15])(=[O:16])[OH:17]>>[Br:1][c:2]1[n:3][c:4]([C:11](=[O:12])[OH:14])[cH:5][c:6]([N+:8](=[O:9])[O-:10])[cH:7]1. The reactants are C(=C\C1=CC=CC=C1)/C=1C=CC=2OCC(NC2N1)=O (6-((E)-Styryl)-4H-pyrido[3,2-b][1,4]oxazin-3-one), C(Cl)Cl.CO (CH2Cl2 MeOH), CSC (Dimethylsulfide). Reaction conditions: temperature -78 celsius. The product is O=C1NC2=C(OC1)C=CC(=N2)C=O (3-Oxo-3,4-dihydro-2H-pyrido[3,2-b][1,4]oxazine-6-carboxaldehyde). Isolated yield 77.0%. RXN SMILES: [CH:1](/[C:9]1[CH:10]=[CH:11][C:12]2[O:13][CH2:14][C:15](=[O:19])[NH:16][C:17]=2[N:18]=1)=C\C1C=CC=CC=1.CSC.C(Cl)Cl.C[OH:27]>>[O:19]=[C:15]1[CH2:14][O:13][C:12]2[CH:11]=[CH:10][C:9]([CH:1]=[O:27])=[N:18][C:17]=2[NH:16]1 |f:2.3|. Reported procedure: 6-((E)-Styryl)-4H-pyrido[3,2-b][1,4]oxazin-3-one (6.2 g, 27 mmole) was dissolved in 5:1 CH2Cl2/MeOH (500 mL) and the solution was cooled to −78° C. Ozone was bubbled through the solution with stirring until a pale blue color appeared, then the excess ozone was removed by bubbling oxygen through the solution for 15 min. Dimethylsulfide (9.9 mL, 135 mmole) was added to the solution, and the reaction was stirred at −78° C. for 3 hr, then at room temperature overnight. The solvent was removed in vac...